This data is from the Open Reaction Database (ORD), a public repository of structured organic reaction records. The task is: describe an organic reaction: reactants, conditions, products, and yield The reactants are CC(Cl)c1cccnc1, OC1=NC=NC2=C1C=NN2C3=CC=CC=C3. The reagents and catalysts are O=C([O-])[O-].[Cs+].[Cs+] (cesium carbonate), [I-].[K+] (potassium iodide). Solvent: CN(C)C=O (DMF), CN(C)C=O (dmf), CN(C)C=O (DMF). Run at temperature 70 celsius, time 16 hour. The product is CC(C%13=CC=CN=C%13)OC%14=NC=NC%15=C%14C=NN%15C%16=CC=CC=C%16. The reactants are CC(C)(C)O, Cc1c(NS(C)(=O)=O)cccc1OCC#N, ClC(Cl)(Cl)Cl, Cc1ccccc1, CC(C)(C)OCl. The product is Cc1c(OCC#N)ccc(Cl)c1NS(C)(=O)=O. RXN SMILES: [C:17]([OH:18])([CH3:19])([CH3:20])[CH3:21].[C:1](#[N:2])[CH2:3][O:4][c:5]1[c:6]([CH3:16])[c:7]([NH:11][S:12](=[O:13])(=[O:14])[CH3:15])[cH:8][cH:9][cH:10]1.[C:22]([Cl:23])([Cl:24])([Cl:25])[Cl:26].[CH3:33][c:34]1[cH:35][cH:36][cH:37][cH:38][cH:39]1.[Cl:27][O:28][C:29]([CH3:30])([CH3:31])[CH3:32]>>[C:1](#[N:2])[CH2:3][O:4][c:5]1[c:6]([CH3:16])[c:7]([NH:11][S:12](=[O:13])(=[O:14])[CH3:15])[c:8]([Cl:23])[cH:9][cH:10]1. The solvent is C(C)N(CC)CC (triethylamine), C1(=CC=CC=C1)C (toluene), C(Cl)Cl (methylene chloride). As a reaction SMILES: [CH3:1][O:2][C:3]1[CH:4]=[C:5]2[C:10](=[CH:11][C:12]=1[O:13][CH3:14])[N:9]=[CH:8][CH:7]=[C:6]2[O:15][C:16]1[CH:22]=[CH:21][C:19]([NH2:20])=[C:18]([CH3:23])[C:17]=1[CH3:24].Cl[C:26](Cl)([O:28][C:29](=[O:35])OC(Cl)(Cl)Cl)Cl.[N:37]1[CH:42]=[CH:41][CH:40]=[CH:39][C:38]=1CO.C(=O)(O)[O-].[Na+]>C(Cl)Cl.C(N(CC)CC)C.C1(C)C=CC=CC=1>[CH3:1][O:2][C:3]1[CH:4]=[C:5]2[C:10](=[CH:11][C:12]=1[O:13][CH3:14])[N:9]=[CH:8][CH:7]=[C:6]2[O:15][C:16]1[CH:22]=[CH:21][C:19]([NH:20][C:29](=[O:35])[O:28][CH2:26][C:38]2[CH:39]=[CH:40][CH:41]=[CH:42][N:37]=2)=[C:18]([CH3:23])[C:17]=1[CH3:24] |f:3.4|. Product: COC=1C=C2C(=CC=NC2=CC1OC)OC1=C(C(=C(C=C1)NC(OCC1=NC=CC=C1)=O)C)C (2-Pyridylmethyl N-{4-[(6,7-dimethoxy-4-quinolyl)oxy]-2,3-dimethylphenyl}carbamate). The reactants are COC=1C=C2C(=CC=NC2=CC1OC)OC1=C(C(=C(N)C=C1)C)C (4-[(6,7-Dimethoxy-4-quinolyl)oxy]-2,3-dimethylaniline), ClC(Cl)(OC(OC(Cl)(Cl)Cl)=O)Cl (triphosgene), C([O-])(O)=O.[Na+] (sodium bicarbonate), N1=C(C=CC=C1)CO (2-pyridylmethanol). Reported procedure: 4-[(6,7-Dimethoxy-4-quinolyl)oxy]-2,3-dimethylaniline (50 mg) was added to toluene (5 ml), and triethylamine (0.5 ml), and the mixture was heated under reflux to prepare a solution. A solution of triphosgene (68 mg) in methylene chloride was then added thereto, and the mixture was heated under reflux for 10 min. Next, 2-pyridylmethanol (25 mg) was added thereto, and the mixture was further stirred with heating under reflux for 3 hr. A saturated aqueous sodium bicarbonate solution was added to st... Isolated yield 70.6%. Starting materials: CC1=CC=C(C(=O)OCC)C=C1 (ethyl 4-methylbenzoate), BrBr (bromine), BrBr (bromine), BrBr (bromine), Viton, BrBr (bromine). Product: BrCC1=CC=C(C(=O)OCC)C=C1 (Ethyl 4-(Bromomethyl)benzoate). As a reaction SMILES: [CH3:1][C:2]1[CH:12]=[CH:11][C:5]([C:6]([O:8][CH2:9][CH3:10])=[O:7])=[CH:4][CH:3]=1.[Br:13]Br>>[Br:13][CH2:1][C:2]1[CH:12]=[CH:11][C:5]([C:6]([O:8][CH2:9][CH3:10])=[O:7])=[CH:4][CH:3]=1. Reported procedure: An ethyl 4-methylbenzoate (EMB) solution (1134 g in chlorobenzene (CB), ~43 wt. %, 2.93 mol) was charged into a 2-Liter round bottomed flask equipped with mechanical stirrer (300 RPM stirring rate) and a cooling condenser, and heated. The temperature controller was set at 140° C., and a scrubber was connected to the condenser. Liquid bromine (275 g, 1.72 mol or ~59 mol %, Aldrich, 99.5+%, A.C.S. reagent) was fed via Viton tubings, and the bromine feed rate was adjusted to 1.00 mL/minute for the ... Reactants: C(C)(=O)NN (Acetic hydrazide), O1CCN(CC1)CCN=C=S (2-morpholinoethyl isothiocyanate). Run in C(C)O (ethanol), C(C)O (ethanol). Conditions: time 48 hour. Product: CC=1N(C(=NN1)S)CCN1CCOCC1 (5-methyl-4-(2-morpholin-4-ylethyl)-4H-1,2,4-triazole-3-thiol). The yield is 64.2%. RXN SMILES: [C:1]([NH:4][NH2:5])(=O)[CH3:2].[O:6]1[CH2:11][CH2:10][N:9]([CH2:12][CH2:13][N:14]=[C:15]=[S:16])[CH2:8][CH2:7]1>C(O)C>[CH3:2][C:1]1[N:14]([CH2:13][CH2:12][N:9]2[CH2:8][CH2:7][O:6][CH2:11][CH2:10]2)[C:15]([SH:16])=[N:5][N:4]=1. Reported procedure: The title compound was prepared by a modification of a procedure reported for related compounds: Henichart, J. P.; Bernier, J. L. Synthesis 1980, 4, 311. Acetic hydrazide (3.7 g, 50 mmol) in ethanol (50 mL) was placed in a 200 mL 3-necked round bottomed flask outfitted with a magnetic stir bar and a reflux condenser. 2-morpholinoethyl isothiocyanate (8.61 g, 500 mmol) in ethanol (50 mL) was added to the pot. The mixture was refluxed, under N2, for 6 h. The reaction was cooled to room temperature...